Dataset: the Open Reaction Database (ORD), a public repository of structured organic reaction records. Task: describe an organic reaction: reactants, conditions, products, and yield Reactants: COC1=CC=C(C=C1)C1=C(C2=C(S1)C=CC=C2)C(=O)C2=CC=C(C=C2)O (4-hydroxyphenyl 2-(4-methoxyphenyl)benzo[b]thiophen-3-yl ketone), C(C)N(CCCl)CC (2-diethylaminoethyl chloride). Solvent: CCOC(=O)C (EtOAc). The product is TEA MeOH, COC1=CC=C(C=C1)C1=C(C2=C(S1)C=CC=C2)C(=O)C2=CC=C(C=C2)OCCN(CC)CC (4-[2-(Diethylamino)ethoxy]phenyl 2-(4-Methoxyphenyl)benzo[b]thiophen-3-yl Ketone). Reaction SMILES: [CH3:1][O:2][C:3]1[CH:8]=[CH:7][C:6]([C:9]2[S:13][C:12]3[CH:14]=[CH:15][CH:16]=[CH:17][C:11]=3[C:10]=2[C:18]([C:20]2[CH:25]=[CH:24][C:23]([OH:26])=[CH:22][CH:21]=2)=[O:19])=[CH:5][CH:4]=1.[CH2:27]([N:29]([CH2:33][CH3:34])[CH2:30][CH2:31]Cl)[CH3:28]>CCOC(C)=O>[CH3:1][O:2][C:3]1[CH:8]=[CH:7][C:6]([C:9]2[S:13][C:12]3[CH:14]=[CH:15][CH:16]=[CH:17][C:11]=3[C:10]=2[C:18]([C:20]2[CH:21]=[CH:22][C:23]([O:26][CH2:28][CH2:27][N:29]([CH2:33][CH3:34])[CH2:30][CH3:31])=[CH:24][CH:25]=2)=[O:19])=[CH:5][CH:4]=1. Procedure details: By essentially following the procedure outlined in Example 3, part D, the title compound was prepared from 4-hydroxyphenyl 2-(4-methoxyphenyl)benzo[b]thiophen-3-yl ketone (Example 28, Part A) and 2-diethylaminoethyl chloride in 86% yield. Flash chromatography [SiO2; gradient 1-4% of (1:1 TEA-MeOH) in EtOAc] gave the desired compound as a light oil. The reactants are C1CCOC1, OCC1CC1, CC(C)(C)OC(=O)N=NC(=O)OC(C)(C)C, CC(C)(C)OC(=O)NNC(=O)OC(C)(C)C, c1ccc(P(c2ccccc2)c2ccccc2)cc1. Product: CC(C)(C)OC(=O)NN(CC1CC1)C(=O)OC(C)(C)C. Reaction SMILES: [CH2:57]1[O:58][CH2:59][CH2:60][CH2:61]1.[CH:1]1([CH2:4][OH:5])[CH2:2][CH2:3]1.[N:41]([C:42]([O:43][C:44]([CH3:45])([CH3:46])[CH3:47])=[O:48])=[N:49][C:50]([O:51][C:52]([CH3:53])([CH3:54])[CH3:55])=[O:56].[NH:6]([NH:7][C:8](=[O:9])[O:10][C:11]([CH3:12])([CH3:13])[CH3:14])[C:15](=[O:16])[O:17][C:18]([CH3:19])([CH3:20])[CH3:21].[c:22]1([P:23]([c:24]2[cH:25][cH:26][cH:27][cH:28][cH:29]2)[c:30]2[cH:31][cH:32][cH:33][cH:34][cH:35]2)[cH:36][cH:37][cH:38][cH:39][cH:40]1>>[CH:1]1([CH2:4][N:6]([NH:7][C:8](=[O:9])[O:10][C:11]([CH3:12])([CH3:13])[CH3:14])[C:15](=[O:16])[O:17][C:18]([CH3:19])([CH3:20])[CH3:21])[CH2:2][CH2:3]1.